From a dataset of the Open Reaction Database (ORD), a public repository of structured organic reaction records. describe an organic reaction: reactants, conditions, products, and yield The reactants are [Cl-], Cl, O=[N+]([O-])c1ccc(CN2CCSC2)cc1. The product is Nc1ccc(CN2CCSC2)cc1. As a reaction SMILES: [Cl-:16].[ClH:17].[N+:1]([O-:2])(=[O:3])[c:4]1[cH:5][cH:6][c:7]([CH2:8][N:9]2[CH2:10][S:11][CH2:12][CH2:13]2)[cH:14][cH:15]1>>[NH2:1][c:4]1[cH:5][cH:6][c:7]([CH2:8][N:9]2[CH2:10][S:11][CH2:12][CH2:13]2)[cH:14][cH:15]1.